Dataset: the Open Reaction Database (ORD), a public repository of structured organic reaction records. Task: describe an organic reaction: reactants, conditions, products, and yield Starting materials: CO (MeOH), [Li+].[OH-] (LiOH), COC([C@H](CC1=CC=C(C=C1)C1=C(C(=NC=C1)C)C)NC(=O)[C@H]1N(CC=2C=C3C(=CC2C1)OC[C@@H](O3)C3=CC=C(C=C3)OC3=CC(=CC=C3)Cl)C(=O)C=3N=C(OC3C)C)=O ((S)-2-{[(3S,8S)-3-[4-(3-Chloro-phenoxy)-phenyl]-7-(2,5-dimethyl-oxazole-4-carbonyl)-2,3,6,7,8,9-hexahydro-[1,4]dioxino[2,3-g]isoquinoline-8-carbonyl]-amino}-3-[4-(2,3-dimethyl-pyridin-4-yl)-phenyl]-propionic acid methyl ester). Solvent: C1CCOC1 (THF). Conditions: time 30 minute. The product is ClC=1C=C(OC2=CC=C(C=C2)[C@@H]2OC=3C(=CC=4C[C@H](N(CC4C3)C(=O)C=3N=C(OC3C)C)C(=O)N[C@H](C(=O)O)CC3=CC=C(C=C3)C3=C(C(=NC=C3)C)C)OC2)C=CC1 ((S)-2-{[(3S,8S)-3-[4-(3-chloro-phenoxy)-phenyl]-7-(2,5-dimethyl-oxazole-4-carbonyl)-2,3,6,7,8,9-hexahydro-[1,4]dioxino[2,3-g]isoquinoline-8-carbonyl]-amino}-3-[4-(2,3-dimethyl-pyridin-4-yl)-phenyl]-propionic acid). Isolated yield 76.3%. RXN SMILES: C[O:2][C:3](=[O:60])[C@@H:4]([NH:20][C:21]([C@@H:23]1[CH2:32][C:31]2[CH:30]=[C:29]3[O:33][CH2:34][C@H:35]([C:37]4[CH:42]=[CH:41][C:40]([O:43][C:44]5[CH:49]=[CH:48][CH:47]=[C:46]([Cl:50])[CH:45]=5)=[CH:39][CH:38]=4)[O:36][C:28]3=[CH:27][C:26]=2[CH2:25][N:24]1[C:51]([C:53]1[N:54]=[C:55]([CH3:59])[O:56][C:57]=1[CH3:58])=[O:52])=[O:22])[CH2:5][C:6]1[CH:11]=[CH:10][C:9]([C:12]2[CH:17]=[CH:16][N:15]=[C:14]([CH3:18])[C:13]=2[CH3:19])=[CH:8][CH:7]=1.CO.[Li+].[OH-]>C1COCC1>[Cl:50][C:46]1[CH:45]=[C:44]([CH:49]=[CH:48][CH:47]=1)[O:43][C:40]1[CH:39]=[CH:38][C:37]([C@H:35]2[CH2:34][O:33][C:29]3=[CH:30][C:31]4[CH2:32][C@@H:23]([C:21]([NH:20][C@@H:4]([CH2:5][C:6]5[CH:11]=[CH:10][C:9]([C:12]6[CH:17]=[CH:16][N:15]=[C:14]([CH3:18])[C:13]=6[CH3:19])=[CH:8][CH:7]=5)[C:3]([OH:60])=[O:2])=[O:22])[N:24]([C:51]([C:53]5[N:54]=[C:55]([CH3:59])[O:56][C:57]=5[CH3:58])=[O:52])[CH2:25][C:26]=4[CH:27]=[C:28]3[O:36]2)=[CH:42][CH:41]=1 |f:2.3|. Procedure: (S)-2-{[(3S,8S)-3-[4-(3-Chloro-phenoxy)-phenyl]-7-(2,5-dimethyl-oxazole-4-carbonyl)-2,3,6,7,8,9-hexahydro-[1,4]dioxino[2,3-g]isoquinoline-8-carbonyl]-amino}-3-[4-(2,3-dimethyl-pyridin-4-yl)-phenyl]-propionic acid methyl ester (0.020 g) dissolved in THF (0.3 mL) and MeOH (0.3 mL) and 0.3 mL of 2.0 N LiOH was added at 0° C. and stirred at that temperature for 30 minutes. The pH was adjusted to 6-7, and the mixture was extracted with EtOAc, dried with (Na2SO4), and evaporated and dried under vacuum... Starting materials: [Al+3], COc1cc(CCC(N)=O)ccc1OCc1ccccc1, C1CCOC1, [H-], [H-], [H-], [H-], [H-], [Li+], O. Yields the product COc1cc(CCCN)ccc1OCc1ccccc1. RXN SMILES: [Al+3:23].[CH2:1]([c:2]1[cH:3][cH:4][cH:5][cH:6][cH:7]1)[O:8][c:9]1[c:10]([O:20][CH3:21])[cH:11][c:12]([CH2:15][CH2:16][C:17](=[O:18])[NH2:19])[cH:13][cH:14]1.[CH2:30]1[O:31][CH2:32][CH2:33][CH2:34]1.[H-:22].[H-:25].[H-:26].[H-:27].[H-:29].[Li+:24].[OH2:28]>>[CH2:1]([c:2]1[cH:3][cH:4][cH:5][cH:6][cH:7]1)[O:8][c:9]1[c:10]([O:20][CH3:21])[cH:11][c:12]([CH2:15][CH2:16][CH2:17][NH2:19])[cH:13][cH:14]1. The reactants are C(C)OP(OCC)(=O)C(=C)P(OCC)(OCC)=O (Ethenylidenebisphosphonic acid tetraethyl ester), C(CC(=O)C)(=O)OCC (ethyl acetoacetate), C1CCC2=NCCCN2CC1 (DBU). Solvent: C1CCOC1 (THF), C(C)(=O)OCC (ethyl acetate). The product is C(C)OP(OCC)(=O)C(CC(C(=O)OCC)C(C)=O)P(OCC)(OCC)=O ((3-Acetyl-4-ethoxy-4-oxobutylidene)bisphosphonic acid tetraethyl ester). As a reaction SMILES: [CH2:1]([O:3][P:4]([C:9]([P:11](=[O:18])([O:15][CH2:16][CH3:17])[O:12][CH2:13][CH3:14])=[CH2:10])(=[O:8])[O:5][CH2:6][CH3:7])[CH3:2].[C:19]([O:25][CH2:26][CH3:27])(=[O:24])[CH2:20][C:21]([CH3:23])=[O:22].C1CCN2C(=NCCC2)CC1>C1COCC1.C(OCC)(=O)C>[CH2:16]([O:15][P:11]([CH:9]([P:4](=[O:8])([O:5][CH2:6][CH3:7])[O:3][CH2:1][CH3:2])[CH2:10][CH:20]([C:21](=[O:22])[CH3:23])[C:19]([O:25][CH2:26][CH3:27])=[O:24])(=[O:18])[O:12][CH2:13][CH3:14])[CH3:17]. Procedure: Ethenylidenebisphosphonic acid tetraethyl ester (I, 3.00 g), ethyl acetoacetate (II, 1.4 ml), and DBU (0.25 ml) are heated to 500 in THF (20 ml) for 1.5 hours. The reaction is cooled, diluted with ethyl acetate, filtered through magnesium sulfate and concentrated under reduced pressure. The concentrate is chromatographed eluting with ethyl acetate, ethyl acetate/acetone (1/1). The appropriate fractions are pooled and concentrated to give the title compound, MS (m/e) 430 (M+), 388, 339, 301 and 2... Starting materials: N#CCBr, O=C([O-])[O-], Cn1cc(C(=O)N(Cc2ccccc2)Cc2ccc(-c3ccc(O)c(Br)c3)cc2)c2ccccc21, [K+], [K+], CN(C)C=O. Product: Cn1cc(C(=O)N(Cc2ccccc2)Cc2ccc(-c3ccc(OCC#N)c(Br)c3)cc2)c2ccccc21. Reaction SMILES: [Br:36][CH2:37][C:38]#[N:39].[C:40](=[O:41])([O-:42])[O-:43].[CH2:1]([c:2]1[cH:3][cH:4][cH:5][cH:6][cH:7]1)[N:8]([C:9](=[O:10])[c:11]1[cH:12][n:13]([CH3:20])[c:14]2[cH:15][cH:16][cH:17][cH:18][c:19]12)[CH2:21][c:22]1[cH:23][cH:24][c:25](-[c:28]2[cH:29][c:30]([Br:35])[c:31]([OH:34])[cH:32][cH:33]2)[cH:26][cH:27]1.[K+:44].[K+:45].[O:46]=[CH:47][N:48]([CH3:49])[CH3:50]>>[CH2:1]([c:2]1[cH:3][cH:4][cH:5][cH:6][cH:7]1)[N:8]([C:9](=[O:10])[c:11]1[cH:12][n:13]([CH3:20])[c:14]2[cH:15][cH:16][cH:17][cH:18][c:19]12)[CH2:21][c:22]1[cH:23][cH:24][c:25](-[c:28]2[cH:29][c:30]([Br:35])[c:31]([O:34][CH2:37][C:38]#[N:39])[cH:32][cH:33]2)[cH:26][cH:27]1. Starting materials: C1(=CC=CC=C1)C1(CCNCC1)C#N (4-phenylisonipecotonitrile), CC(CC(C)=O)C (4-methyl-2-pentanone), C1CO1 (ethylene oxide). Solvent: C(C)O (ethanol). Reaction conditions: temperature 60 celsius. Yields the product OCCN1CCC(C#N)(CC1)C1=CC=CC=C1 (1-(2-hydroxyethyl)-4-phenylisonipecotonitrile). RXN SMILES: [C:1]1([C:7]2([C:13]#[N:14])[CH2:12][CH2:11][NH:10][CH2:9][CH2:8]2)[CH:6]=[CH:5][CH:4]=[CH:3][CH:2]=1.CC(C)[CH2:17][C:18](=[O:20])C.C1OC1>C(O)C>[OH:20][CH2:18][CH2:17][N:10]1[CH2:9][CH2:8][C:7]([C:1]2[CH:2]=[CH:3][CH:4]=[CH:5][CH:6]=2)([C:13]#[N:14])[CH2:12][CH2:11]1. Procedure: A mixture of 8.0 parts of 4-phenylisonipecotonitrile, 41.8 parts of 4-methyl-2-pentanone, 4.3 parts of ethylene oxide and 79.2 parts of ethanol is heated in a sealed citric bottle at about 60° C. for 7 days. The resulting solution is cooled, the solvent is evaporated under reduced pressure and the residual material is partitioned between diluted sodium hydroxide and ether. The ether layer is then separated and extracted with diluted HCl. The acid layer is then made alkaline with aqueous sodium h... Reactants: C(C)(C)N(CC)C(C)C (diisopropylethylamine), ClC1=NC=C(C(=N1)Cl)C(F)(F)F (2,4-dichloro-5-trifluoromethyl-pyrimidine), NC1=C(C=C(C=C1)CP(OCC)(OC(C)C)=O)OC (ethyl propan-2-yl [(4-amino-3-methoxyphenyl) methyl]phosphonate), NC1=C(C=C(C=C1)CP(OCC)(OC(C)C)=O)OC (ethyl propan-2-yl [(4-amino-3-methoxyphenyl) methyl]phosphonate). The reagents and catalysts are [Cl-].[Cl-].[Zn+2] (ZnCl2). Solvent: C(C)(C)(C)O (t-butanol), ClC(C)Cl (dichloroethane), C(C)(C)(C)O (t-butanol), ClC(C)Cl (dichloroethane). Run at time 24 hour. Product: ClC1=NC(=NC=C1C(F)(F)F)NC1=C(C=C(CP(OCC)(OC(C)C)=O)C=C1)OC (Ethyl propan-2-yl (4-{[4-chloro-5-(trifluoromethyl)pyrimidin-2-yl]amino}-3-methoxybenzyl)phosphonate). Reaction SMILES: Cl[C:2]1[N:7]=[C:6]([Cl:8])[C:5]([C:9]([F:12])([F:11])[F:10])=[CH:4][N:3]=1.[NH2:13][C:14]1[CH:19]=[CH:18][C:17]([CH2:20][P:21](=[O:29])([O:25][CH:26]([CH3:28])[CH3:27])[O:22][CH2:23][CH3:24])=[CH:16][C:15]=1[O:30][CH3:31].C(N(C(C)C)CC)(C)C>ClC(Cl)C.C(O)(C)(C)C.[Cl-].[Cl-].[Zn+2]>[Cl:8][C:6]1[C:5]([C:9]([F:12])([F:11])[F:10])=[CH:4][N:3]=[C:2]([NH:13][C:14]2[CH:19]=[CH:18][C:17]([CH2:20][P:21](=[O:29])([O:25][CH:26]([CH3:28])[CH3:27])[O:22][CH2:23][CH3:24])=[CH:16][C:15]=2[O:30][CH3:31])[N:7]=1 |f:5.6.7|. Procedure: A solution of 2,4-dichloro-5-trifluoromethyl-pyrimidine (7.5 g, 34.7 mmol) in dichloroethane and t-butanol (1:1, 10 mL) was treated with ZnCl2 (1M solution in ether, 35 mL) and stirred for half an hour at RT. The reaction mixture was cooled to 0° C. and a solution of ethyl propan-2-yl [(4-amino-3-methoxyphenyl) methyl]phosphonate (Compound 72E, 5 g, 16.28 mmol) in dichloroethane and t-butanol (1:1, 10 mL) followed by diisopropylethylamine (6 mL, 34.7 mmol) were added drop wise while stirring was... Reactants: COC=1C=C(C=CC1OC)C1CC(CCC1[N+](=O)[O-])O ((1RS,3RS,4RS)-3-(3,4-dimethoxyphenyl)-4-nitrocyclohexanol), COC=1C=C(C=CC1OC)C1CC(CCC1[N+](=O)[O-])O ((1RS,3RS,4RS)-3-(3,4-dimethoxyphenyl)-4-nitrocyclohexanol), C(C)(=O)OC(C)=O (acetic anhydride). Reaction conditions: temperature 100 celsius. Yields the product COC=1C=C(C=CC1OC)C1CC(CCC1[N+](=O)[O-])OC(C)=O (Acetic acid (1RS,3RS,4RS)-3-(3,4-dimethoxyphenyl)-4-nitrocyclohexyl ester). As a reaction SMILES: [CH3:1][O:2][C:3]1[CH:4]=[C:5]([CH:11]2[CH:16]([N+:17]([O-:19])=[O:18])[CH2:15][CH2:14][CH:13]([OH:20])[CH2:12]2)[CH:6]=[CH:7][C:8]=1[O:9][CH3:10].[C:21](OC(=O)C)(=[O:23])[CH3:22]>>[CH3:1][O:2][C:3]1[CH:4]=[C:5]([CH:11]2[CH:16]([N+:17]([O-:19])=[O:18])[CH2:15][CH2:14][CH:13]([O:20][C:21](=[O:23])[CH3:22])[CH2:12]2)[CH:6]=[CH:7][C:8]=1[O:9][CH3:10]. Procedure: 10.18 g of (1RS,3RS,4RS)-3-(3,4-dimethoxyphenyl)-4-nitrocyclohexanol (compound D2) are dissolved in 100 ml of acetic anhydride and the solution is heated to 100° C. for 1-2 h. After removal of the solvent, the residue is chromatographed on silica gel using a mixture of petroleum ether/ethyl acetate in the ratio 2/1. Concentration of the corresponding eluate fractions furnish 10.37 g (89% of theory) of the title compound as an oil. Starting materials: ClC1=CN=CC=2C=CC=C(C12)S(=O)(=O)N1C[C@H](CC1)NC ((S)-1-(4-Chloro-5-isoquinolinesulfonyl)-3-(methylamino)pyrrolidine). The solvent is CC(C)O (2-propanol). Reaction conditions: temperature 61.5 celsius, time 44 minute. Yields the product Cl.ClC1=CN=CC=2C=CC=C(C12)S(=O)(=O)N1C[C@H](CC1)NC ((S)-1-(4-Chloro-5-isoquinolinesulfonyl)-3-(methylamino)pyrrolidine monohydrochloride). The yield is 182.3%. As a reaction SMILES: [Cl:1][C:2]1[C:11]2[C:10]([S:12]([N:15]3[CH2:19][CH2:18][C@H:17]([NH:20][CH3:21])[CH2:16]3)(=[O:14])=[O:13])=[CH:9][CH:8]=[CH:7][C:6]=2[CH:5]=[N:4][CH:3]=1>CC(O)C>[ClH:1].[Cl:1][C:2]1[C:11]2[C:10]([S:12]([N:15]3[CH2:19][CH2:18][C@H:17]([NH:20][CH3:21])[CH2:16]3)(=[O:13])=[O:14])=[CH:9][CH:8]=[CH:7][C:6]=2[CH:5]=[N:4][CH:3]=1 |f:2.3|. Procedure details: (S)-1-(4-Chloro-5-isoquinolinesulfonyl)-3-(methylamino)pyrrolidine (150 g) obtained in Example 1 was suspended in 2-propanol (2400 ml), and the suspension was warmed to 61.5° C. to dissolve the compound. This solution was filtered by using a membrane filter (internal diameter: 90 mm, ADVANTEC PTFE, 0.2 μm), and the filtrate was added dropwise with 300 ml of a mixed solution of hydrochloric acid (35%, specific gravity: 1.18, 48.0 g, Kanamori Industry) and purified water (261.4 ml, Fukuju Pharmace... Reaction SMILES: C([O:8][C:9]([C@H:11]1[CH2:14][C@@H:13]([CH:15]([O:18][CH3:19])[O:16][CH3:17])[N:12]1CC1C=CC=CC=1)=[O:10])C1C=CC=CC=1.[H][H]>CO.[OH-].[OH-].[Pd+2]>[NH3:12].[CH3:17][O:16][CH:15]([O:18][CH3:19])[C@H:13]1[NH:12][C@@H:11]([C:9]([OH:10])=[O:8])[CH2:14]1 |f:3.4.5|. Reagents/catalysts: [OH-].[OH-].[Pd+2] (Pd(OH)2/C). Run in CO (methanol). Yield: 97.9%. Starting materials: C(C1=CC=CC=C1)OC(=O)[C@@H]1N([C@@H](C1)C(OC)OC)CC1=CC=CC=C1 (cis-N-benzYl-4-(dimethoxymethyl)azetidine-2-carboxylic acid benzyl ester), [H][H] (hydrogen). The product is N (ammonia), COC([C@@H]1C[C@@H](N1)C(=O)O)OC (cis-4(dimethoxymethyl)azetidine-2-carboxylic acid). Procedure: 12.5 mg (35 μmol) of cis-N-benzYl-4-(dimethoxymethyl)azetidine-2-carboxylic acid benzyl ester in 10 ml of methanol is hydrogenated in a Parr shaker over 53 mg of 20% Pd(OH)2/C (containing 31% water) under 4 atm of hydrogen for 3 h. Filtration through a double paper filter, repeated washing with methanol and evaporation gives a crude product which is filtered over silica gel with isopropanol/water/conc. ammonia (17:2:1) to yield 3.0 mg (49%) of cis-4(dimethoxymethyl)azetidine-2-carboxylic acid as...